From a dataset of the Open Reaction Database (ORD), a public repository of structured organic reaction records. describe an organic reaction: reactants, conditions, products, and yield Starting materials: ClC1=CC(=C(C=C1)OC)C (4-chloro-2-methylanisole), COC(Cl)Cl (alpha,alpha-Dichloromethyl methyl ether), C([O-])(O)=O.[Na+] (sodium bicarbonate). Reagents/catalysts: [Ti](Cl)(Cl)(Cl)Cl (Titanium tetrachloride). Run in C(Cl)Cl (methylene chloride). Run at temperature 0 celsius, time 3 minute. Yields the product ClC=1C=C(C(=C(C=O)C1)OC)C (5-Chloro-2-Methoxy-3-Methylbenzaldehyde). Isolated yield 17.8%. RXN SMILES: [Cl:1][C:2]1[CH:7]=[CH:6][C:5]([O:8]C)=[C:4]([CH3:10])[CH:3]=1.[CH3:11][O:12][CH:13](Cl)Cl.C(=O)(O)[O-].[Na+]>C(Cl)Cl.[Ti](Cl)(Cl)(Cl)Cl>[Cl:1][C:2]1[CH:3]=[C:4]([CH3:10])[C:13]([O:12][CH3:11])=[C:6]([CH:7]=1)[CH:5]=[O:8] |f:2.3|. Procedure: Titanium tetrachloride (24.3 g, 0.128 mole) is added to a solution of 4-chloro-2-methylanisole (10 g, 0.064 mol) in methylene chloride (150 ml) at 0° C. alpha,alpha-Dichloromethyl methyl ether (8.04 g, 0.070 mol) was then added dropwise with stirring over a three minute period at 0° C. The mixture was stirred for 30 minutes at 0° C. then poured into a saturated aqueous solution of sodium bicarbonate (700 ml). The organic layer was then separated and the aqueous phase extracted with methylene chl... Starting materials: Cl (HCl), N1=CC=CC=C1 (Pyridine), COC=1C=C(N)C=CC1 (3-methoxyaniline), C1(=CC=CC=C1)C1=C(C(=O)Cl)C=CC=C1 (2-phenylbenzoyl chloride). The solvent is ClCCl (dichloromethane). Conditions: time 2.5 hour. Yields the product COC=1C=C(C=CC1)NC(=O)C=1C(=CC=CC1)C1=CC=CC=C1 (Biphenyl-2-carboxylic acid (3-methoxy-phenyl)-amide). The yield is 103.4%. As a reaction SMILES: N1C=CC=CC=1.[CH3:7][O:8][C:9]1[CH:10]=[C:11]([CH:13]=[CH:14][CH:15]=1)[NH2:12].[C:16]1([C:22]2[CH:30]=[CH:29][CH:28]=[CH:27][C:23]=2[C:24](Cl)=[O:25])[CH:21]=[CH:20][CH:19]=[CH:18][CH:17]=1.Cl>ClCCl>[CH3:7][O:8][C:9]1[CH:10]=[C:11]([NH:12][C:24]([C:23]2[C:22]([C:16]3[CH:21]=[CH:20][CH:19]=[CH:18][CH:17]=3)=[CH:30][CH:29]=[CH:28][CH:27]=2)=[O:25])[CH:13]=[CH:14][CH:15]=1. Procedure details: Pyridine (3.6 mL, 45 mmol) and 3-methoxyaniline (1.54 g, 12.5 mmol) were added to a solution of 2-phenylbenzoyl chloride (3.25 g, 15 mmol) in dichloromethane (30 mL) The reaction mixture was stirred at room temperature for 2.5 hours. 1M HCl solution (45 mL) was added, and the organic layer was washed with 1M NaOH solution (10 mL), aqueous sodium bicarbonate (30 mL), and brine (30 mL). The organic phase was concentrated to dryness to give the title compound as a tan solid (3.92 g). MH+304: 1H (D6... Reaction conditions: temperature 80 celsius, time 30 minute. Reaction SMILES: [H-].[Na+].[F:3][C:4]([F:16])([F:15])[O:5][C:6]1[CH:11]=[CH:10][C:9]([C:12](=O)[CH3:13])=[CH:8][CH:7]=1.[CH3:17]S(C)=O>[Br-].C[P+](C1C=CC=CC=1)(C1C=CC=CC=1)C1C=CC=CC=1>[C:12]([C:9]1[CH:10]=[CH:11][C:6]([O:5][C:4]([F:16])([F:15])[F:3])=[CH:7][CH:8]=1)([CH3:17])=[CH2:13] |f:0.1,4.5|. Procedure: To a stirred suspension of 60% sodium hydride (1.96 g, 49 mmol) was added DMSO (20 ml) dropwise at 0° C. and the mixture was stirred at 80° C. for 30 minutes. After cooling the mixture to 0° C., a solution of methyltriphenylphosphonium bromide (17.5 g, 49 mmol) in DMSO (60 ml) was added dropwise at 0° C. and stirred at ambient temperature for 45 minutes. Then, to this mixture 1-[4-(trifluoromethoxy)phenyl]ethanone (5 g, 24.5 mmol) was added dropwise at ambient temperature and stirred at ambient ... Reagents/catalysts: [Br-].C[P+](C1=CC=CC=C1)(C1=CC=CC=C1)C1=CC=CC=C1 (methyltriphenylphosphonium bromide). Yields the product C(=C)(C)C1=CC=C(C=C1)OC(F)(F)F (1-Isopropenyl-4-(trifluoromethoxy)benzene). The reactants are [H-].[Na+] (sodium hydride), CS(=O)C (DMSO), CS(=O)C (DMSO), FC(OC1=CC=C(C=C1)C(C)=O)(F)F (1-[4-(trifluoromethoxy)phenyl]ethanone). Starting materials: C(C)(=O)NC=1C=C(N(CC)CC)C=CC1N=NC1=C(C=C(C=C1[N+](=O)[O-])[N+](=O)[O-])I (3-acetylamino-4-(2'-iodo-4',6'-dinitrophenylazo)-N,N-diethylaniline), C=NO (formaldoxime), N1=C(C=CC=C1C)C (2,6-lutidine), [N+](=O)([O-])C1=CC=CC=C1 (nitrobenzene). The reagents and catalysts are [Cu]I (copper (I) iodide). Run at temperature 95 celsius. Yields the product C(C)(=O)NC=1C=C(N(CC)CC)C=CC1N=NC1=C(C=C(C=C1[N+](=O)[O-])[N+](=O)[O-])C#N (3-acetylamino 4-(2'-cyano-4',6'-dinitrophenylazo)-N,N-diethylaniline). Reaction SMILES: [C:1]([NH:4][C:5]1[CH:6]=[C:7]([CH:13]=[CH:14][C:15]=1[N:16]=[N:17][C:18]1[C:23]([N+:24]([O-:26])=[O:25])=[CH:22][C:21]([N+:27]([O-:29])=[O:28])=[CH:20][C:19]=1I)[N:8]([CH2:11][CH3:12])[CH2:9][CH3:10])(=[O:3])[CH3:2].[CH2:31]=[N:32]O.N1C(C)=CC=CC=1C.[N+](C1C=CC=CC=1)([O-])=O>[Cu]I>[C:1]([NH:4][C:5]1[CH:6]=[C:7]([CH:13]=[CH:14][C:15]=1[N:16]=[N:17][C:18]1[C:23]([N+:24]([O-:26])=[O:25])=[CH:22][C:21]([N+:27]([O-:29])=[O:28])=[CH:20][C:19]=1[C:31]#[N:32])[N:8]([CH2:11][CH3:12])[CH2:9][CH3:10])(=[O:3])[CH3:2]. Reported procedure: A stirred mixture of 3-acetylamino-4-(2'-iodo-4',6'-dinitrophenylazo)-N,N-diethylaniline (4.8 parts), copper (I) iodide (2.0 parts), formaldoxime trimer (1.75 parts), 2,6-lutidine (2.15 parts), and nitrobenzene (150 parts) was heated to 95° C. for 10 hours when thin layer chromatography showed reaction to be complete. Isolation of the product as in Example 1 gave 3-acetylamino 4-(2'-cyano-4',6'-dinitrophenylazo)-N,N-diethylaniline (infra red spectrum identical with that of authentic material). Reactants: CC(=O)OCCCn1cc(C=O)c2cc(-c3cc(C(=O)NC4CC4)cc(F)c3C)ccc2c1=O, O=C([O-])[O-], CO, [K+], [K+], O. Yields the product Cc1c(F)cc(C(=O)NC2CC2)cc1-c1ccc2c(=O)n(CCCO)cc(C=O)c2c1. RXN SMILES: [C:1](=[O:2])([CH3:3])[O:4][CH2:5][CH2:6][CH2:7][n:8]1[c:9](=[O:34])[c:10]2[cH:11][cH:12][c:13](-[c:20]3[c:21]([CH3:33])[c:22]([F:32])[cH:23][c:24]([C:26]([NH:27][CH:28]4[CH2:29][CH2:30]4)=[O:31])[cH:25]3)[cH:14][c:15]2[c:16]([CH:18]=[O:19])[cH:17]1.[C:37](=[O:38])([O-:39])[O-:40].[CH3:35][OH:36].[K+:41].[K+:42].[OH2:43]>>[OH:4][CH2:5][CH2:6][CH2:7][n:8]1[c:9](=[O:34])[c:10]2[cH:11][cH:12][c:13](-[c:20]3[c:21]([CH3:33])[c:22]([F:32])[cH:23][c:24]([C:26]([NH:27][CH:28]4[CH2:29][CH2:30]4)=[O:31])[cH:25]3)[cH:14][c:15]2[c:16]([CH:18]=[O:19])[cH:17]1. The reactants are C1CCOC1, CCO, [H][H], O=[Pt]=O, CCOC(=O)c1ccc(C2=Nc3ccccc3Oc3ccccc32)cc1. The product is CCOC(=O)c1ccc(C2Nc3ccccc3Oc3ccccc32)cc1. As a reaction SMILES: [CH2:32]1[O:33][CH2:34][CH2:35][CH2:36]1.[CH3:29][CH2:30][OH:31].[H:27][H:28].[Pt:37](=[O:38])=[O:39].[cH:1]1[cH:2][cH:3][cH:4][c:5]2[c:6]1[C:7]([c:16]1[cH:17][cH:18][c:19]([C:20](=[O:21])[O:22][CH2:23][CH3:24])[cH:25][cH:26]1)=[N:8][c:9]1[c:10]([cH:12][cH:13][cH:14][cH:15]1)[O:11]2>>[cH:1]1[cH:2][cH:3][cH:4][c:5]2[c:6]1[CH:7]([c:16]1[cH:17][cH:18][c:19]([C:20](=[O:21])[O:22][CH2:23][CH3:24])[cH:25][cH:26]1)[NH:8][c:9]1[c:10]([cH:12][cH:13][cH:14][cH:15]1)[O:11]2. The reactants are C1CCOC1, COc1nc(C)cnc1N(COCC[Si](C)(C)C)S(=O)(=O)c1cccnc1-c1cc(C)cs1, CCCC[N+](CCCC)(CCCC)CCCC, [F-]. The product is COc1nc(C)cnc1NS(=O)(=O)c1cccnc1-c1cc(C)cs1. RXN SMILES: [CH2:52]1[O:53][CH2:54][CH2:55][CH2:56]1.[CH3:19][O:20][c:21]1[c:22]([N:28]([S:29](=[O:30])(=[O:31])[c:32]2[c:33](-[c:38]3[s:39][cH:40][c:41]([CH3:43])[cH:42]3)[n:34][cH:35][cH:36][cH:37]2)[CH2:44][O:45][CH2:46][CH2:47][Si:48]([CH3:49])([CH3:50])[CH3:51])[n:23][cH:24][c:25]([CH3:27])[n:26]1.[CH3:2][CH2:3][CH2:4][CH2:5][N+:6]([CH2:7][CH2:8][CH2:9][CH3:10])([CH2:11][CH2:12][CH2:13][CH3:14])[CH2:15][CH2:16][CH2:17][CH3:18].[F-:1]>>[CH3:19][O:20][c:21]1[c:22]([NH:28][S:29](=[O:30])(=[O:31])[c:32]2[c:33](-[c:38]3[s:39][cH:40][c:41]([CH3:43])[cH:42]3)[n:34][cH:35][cH:36][cH:37]2)[n:23][cH:24][c:25]([CH3:27])[n:26]1. Starting materials: C=CCN(CC=C)c1n[nH]cc1-c1ccccc1, CC(C)(C)[O-], CN(C)C=O, [K+], Cc1ccc(S(=O)(=O)OC2CN3CCC2CC3)cc1, O. The product is C=CCN(CC=C)c1nn(C2CN3CCC2CC3)cc1-c1ccccc1. Reaction SMILES: [CH2:1]([CH:2]=[CH2:3])[N:4]([c:5]1[n:6][nH:7][cH:8][c:9]1-[c:10]1[cH:11][cH:12][cH:13][cH:14][cH:15]1)[CH2:16][CH:17]=[CH2:18].[CH3:19][C:20]([CH3:21])([O-:22])[CH3:23].[CH3:45][N:46]([CH3:47])[CH:48]=[O:49].[K+:24].[N:25]12[CH2:26][CH:27]([O:33][S:34]([c:35]3[cH:36][cH:37][c:38]([CH3:39])[cH:40][cH:41]3)(=[O:42])=[O:43])[CH:28]([CH2:29][CH2:30]1)[CH2:31][CH2:32]2.[OH2:44]>>[CH2:1]([CH:2]=[CH2:3])[N:4]([c:5]1[n:6][n:7]([CH:27]2[CH2:26][N:25]3[CH2:30][CH2:29][CH:28]2[CH2:31][CH2:32]3)[cH:8][c:9]1-[c:10]1[cH:11][cH:12][cH:13][cH:14][cH:15]1)[CH2:16][CH:17]=[CH2:18].